From a dataset of the Open Reaction Database (ORD), a public repository of structured organic reaction records. describe an organic reaction: reactants, conditions, products, and yield The reactants are S(=O)(Cl)Cl (thionyl chloride), CC1=C(C(=CC=C1)C)N(C(C1=CC=CC=C1)=O)CC(C)O (1-[N-(2,6-dimethylphenyl)-benzamido]-2-propanol). The solvent is C1=CC=CC=C1 (benzene). Conditions: time 45 minute. Product: CC1=C(C(=CC=C1)C)N(C(C1=CC=CC=C1)=O)CC(C)Cl (1-[N-(2,6-dimethylphenyl)-benzamido]-2-chloro-propane). Yield: 94.8%. RXN SMILES: S(Cl)([Cl:3])=O.[CH3:5][C:6]1[CH:11]=[CH:10][CH:9]=[C:8]([CH3:12])[C:7]=1[N:13]([CH2:22][CH:23](O)[CH3:24])[C:14](=[O:21])[C:15]1[CH:20]=[CH:19][CH:18]=[CH:17][CH:16]=1>C1C=CC=CC=1>[CH3:5][C:6]1[CH:11]=[CH:10][CH:9]=[C:8]([CH3:12])[C:7]=1[N:13]([CH2:22][CH:23]([Cl:3])[CH3:24])[C:14](=[O:21])[C:15]1[CH:20]=[CH:19][CH:18]=[CH:17][CH:16]=1. Reported procedure: 4.65 ml (7.7 g, 65 mmoles) of thionyl chloride are added dropwise, at room temperature, to a solution of 14.2 g (50 mmoles) of 1-[N-(2,6-dimethylphenyl)-benzamido]-2-propanol in 100 ml of dry benzene, and the mixture is boiled then for 45 minutes. The solvent is evaporated under reduced pressure, and 30 ml of benzene is distilled off from the residue in order to remove the traces of thionyl chloride. This latter operation is repeated. The solid residue is triturated with n-hexane, the crystallin...